From a dataset of the Open Reaction Database (ORD), a public repository of structured organic reaction records. describe an organic reaction: reactants, conditions, products, and yield Reactants: [K] (potassium), C(C)C1(C(C2(C(NC(N2)=O)=O)CC(N1)(C)CC)C)C (7,9-diethyl-6,7,9-trimethyl-1,3,8-triazaspiro[4.5]decane-2,4-dione), BrCC1=CC=C(C=C1)CBr (α,α'-dibromo-p-xylene). Procedure: To 80 ml of dimethylformamide were added 8.0 g of the potassium salt of 7,9-diethyl-6,7,9-trimethyl-1,3,8-triazaspiro[4.5]decane-2,4-dione and 3.1 g of α,α'-dibromo-p-xylene; the mixture was heated, with stirring, at 60° C for 3 hours. The mixture was then concentrated by evaporation under reduced pressure and the residue was dissolved in chloroform. The chloroform solution was washed with water and dried over magnesium sulphate; the chloroform was then removed. The residue was purified first by... Yields the product C(C)C1(C(C2(C(N(C(N2)=O)CC2=CC=C(C=C2)CN2C(NC3(C2=O)C(C(NC(C3)(CC)C)(CC)C)C)=O)=O)CC(N1)(C)CC)C)C (p-bis(7,9-diethyl-6,7,9-trimethyl-2,4-dioxo-1,3,8-triazaspiro[4.5]dec-3-ylmethyl)benzene). Reaction conditions: temperature 60 celsius, time 3 hour. As a reaction SMILES: [K].[CH2:2]([C:4]1([CH3:20])[NH:15][C:14]([CH2:17][CH3:18])([CH3:16])[CH2:13][C:6]2([NH:10][C:9](=[O:11])[NH:8][C:7]2=[O:12])[CH:5]1[CH3:19])[CH3:3].Br[CH2:22][C:23]1[CH:28]=[CH:27][C:26]([CH2:29]Br)=[CH:25][CH:24]=1>CN(C)C=O>[CH2:2]([C:4]1([CH3:20])[NH:15][C:14]([CH2:17][CH3:18])([CH3:16])[CH2:13][C:6]2([NH:10][C:9](=[O:11])[N:8]([CH2:22][C:23]3[CH:28]=[CH:27][C:26]([CH2:29][N:8]4[C:7](=[O:12])[C:6]5([CH2:13][C:14]([CH3:16])([CH2:17][CH3:18])[NH:15][C:4]([CH3:20])([CH2:2][CH3:3])[CH:5]5[CH3:19])[NH:10][C:9]4=[O:11])=[CH:25][CH:24]=3)[C:7]2=[O:12])[CH:5]1[CH3:19])[CH3:3] |^1:0|. Solvent: CN(C=O)C (dimethylformamide). The reactants are C([O-])([O-])=O.[K+].[K+] (potassium carbonate), OC1=CC=CC=2CCN(CCC21)C(C(F)(F)F)=O (6-hydroxy-3-(2,2,2-trifluoroacetyl)-2,3,4,5-tetrahydro-1H-benzo[d]azepine), CC(=O)C (acetone), alkyl bromide, CC(=O)C (acetone). Reaction conditions: time 8 hour. Product: C(C=C)OC1=CC=CC=2CCN(CCC21)C(C(F)(F)F)=O (6-Allyloxy-3-(2,2,2-trifluoroacetyl)-2,3,4,5-tetrahydro-1H-benzo[d]azepine). Yield: 98.0%. RXN SMILES: [OH:1][C:2]1[C:12]2[CH2:11][CH2:10][N:9]([C:13](=[O:18])[C:14]([F:17])([F:16])[F:15])[CH2:8][CH2:7][C:6]=2[CH:5]=[CH:4][CH:3]=1.C(=O)([O-])[O-].[K+].[K+].[CH3:25][C:26]([CH3:28])=O>>[CH2:28]([O:1][C:2]1[C:12]2[CH2:11][CH2:10][N:9]([C:13](=[O:18])[C:14]([F:17])([F:15])[F:16])[CH2:8][CH2:7][C:6]=2[CH:5]=[CH:4][CH:3]=1)[CH:26]=[CH2:25] |f:1.2.3|. Procedure: Dissolve 6-hydroxy-3-(2,2,2-trifluoroacetyl)-2,3,4,5-tetrahydro-1H-benzo[d]azepine (1 g, 3.9 mmol) in acetone (5 mL) and add powdered potassium carbonate (2.8 g, 20 mmol). Add dropwise a solution of alkyl bromide (1.04 mL, 12 mmol) in acetone (3 mL) over 10 min and stir at ambient temperature overnight. Filter solids, wash with acetone and concentrate in vacuo to give the desired intermediate as an off-white solid (1.15 g, 98%). GC-MS m/z: 299 (M+). The reactants are CN(C)c1ccccc1Br, Brc1ccc2nonc2c1, CC(=O)[O-], [K+], [Na+], [Na+], O=C([O-])[O-], CN(C)C=O, O. The product is CN(C)c1ccccc1-c1ccc2nonc2c1. Reaction SMILES: [Br:22][c:23]1[c:24]([N:25]([CH3:26])[CH3:27])[cH:28][cH:29][cH:30][cH:31]1.[Br:6][c:7]1[cH:8][cH:9][c:10]2[c:11]([n:12][o:13][n:14]2)[cH:15]1.[CH3:2][C:3](=[O:4])[O-:5].[K+:1].[Na+:16].[Na+:17].[O-:18][C:19](=[O:20])[O-:21].[O:32]=[CH:33][N:34]([CH3:35])[CH3:36].[OH2:37]>>[c:7]1(-[c:23]2[c:24]([N:25]([CH3:26])[CH3:27])[cH:28][cH:29][cH:30][cH:31]2)[cH:8][cH:9][c:10]2[c:11]([n:12][o:13][n:14]2)[cH:15]1. The reactants are BrC1=C(OC2CCN(CC2)C2=NN=C(S2)C2=NOC(=N2)CCC(=O)OCC)C=C(C=C1)F (ethyl 3-(3-{5-[4-(2-bromo-5-fluorophenoxy)piperidin-1-yl]-1,3,4-thiadiazol-2-yl}-1,2,4-oxadiazol-5-yl)propanoate), [OH-].[Na+] (NaOH). The product is BrC1=C(OC2CCN(CC2)C2=NN=C(S2)C2=NOC(=N2)CCC(=O)O)C=C(C=C1)F (3-(3-{5-[4-(2-Bromo-5-fluorophenoxy)piperidin-1-yl]-1,3,4-thiadiazol-2-yl}-1,2,4-oxadiazol-5-yl)propanoic acid). Reaction SMILES: [Br:1][C:2]1[CH:31]=[CH:30][C:29]([F:32])=[CH:28][C:3]=1[O:4][CH:5]1[CH2:10][CH2:9][N:8]([C:11]2[S:15][C:14]([C:16]3[N:20]=[C:19]([CH2:21][CH2:22][C:23]([O:25]CC)=[O:24])[O:18][N:17]=3)=[N:13][N:12]=2)[CH2:7][CH2:6]1.[OH-].[Na+]>>[Br:1][C:2]1[CH:31]=[CH:30][C:29]([F:32])=[CH:28][C:3]=1[O:4][CH:5]1[CH2:10][CH2:9][N:8]([C:11]2[S:15][C:14]([C:16]3[N:20]=[C:19]([CH2:21][CH2:22][C:23]([OH:25])=[O:24])[O:18][N:17]=3)=[N:13][N:12]=2)[CH2:7][CH2:6]1 |f:1.2|. Procedure details: The title compound was prepared in a similar manner as described in Example 7 (step 5) from ethyl 3-(3-{5-[4-(2-bromo-5-fluorophenoxy)piperidin-1-yl]-1,3,4-thiadiazol-2-yl}-1,2,4-oxadiazol-5-yl)propanoate and 1N NaOH. Starting materials: [K+], [K+], COc1ncccc1Nc1c(N)c(=O)c1=O, O=C([O-])[O-], CC(C)(C)C(NC(=O)c1cc(F)cc(F)c1)n1nnc2ccccc21. Product: COc1ncccc1Nc1c(NC(NC(=O)c2cc(F)cc(F)c2)C(C)(C)C)c(=O)c1=O. Reaction SMILES: [K+:42].[K+:43].[NH2:1][c:2]1[c:3](=[O:16])[c:4](=[O:15])[c:5]1[NH:6][c:7]1[c:8]([O:13][CH3:14])[n:9][cH:10][cH:11][cH:12]1.[O-:44][C:45]([O-:46])=[O:47].[n:17]1([CH:26]([C:27]([CH3:28])([CH3:29])[CH3:30])[NH:31][C:32]([c:33]2[cH:34][c:35]([F:40])[cH:36][c:37]([F:39])[cH:38]2)=[O:41])[c:18]2[cH:19][cH:20][cH:21][cH:22][c:23]2[n:24][n:25]1>>[NH:1]([c:2]1[c:3](=[O:16])[c:4](=[O:15])[c:5]1[NH:6][c:7]1[c:8]([O:13][CH3:14])[n:9][cH:10][cH:11][cH:12]1)[CH:26]([C:27]([CH3:28])([CH3:29])[CH3:30])[NH:31][C:32]([c:33]1[cH:34][c:35]([F:40])[cH:36][c:37]([F:39])[cH:38]1)=[O:41]. The reactants are COc1ccc(CBr)cc1S(=O)(=O)NC(C)(C)C, CS(C)=O, N#C[K]. The product is COc1ccc(CC#N)cc1S(=O)(=O)NC(C)(C)C. RXN SMILES: [Br:4][CH2:5][c:6]1[cH:7][cH:8][c:9]([O:20][CH3:21])[c:10]([S:12](=[O:13])(=[O:14])[NH:15][C:16]([CH3:17])([CH3:18])[CH3:19])[cH:11]1.[CH3:22][S:23]([CH3:24])=[O:25].[K:1][C:2]#[N:3]>>[C:2](#[N:3])[CH2:5][c:6]1[cH:7][cH:8][c:9]([O:20][CH3:21])[c:10]([S:12](=[O:13])(=[O:14])[NH:15][C:16]([CH3:17])([CH3:18])[CH3:19])[cH:11]1. Starting materials: BrC1=CC(=C(C=C1)C(C)=O)C (1-(4-bromo-2-methyl-phenyl)-ethanone), CC(C)(C)[S@@](=O)N ((R)-2-methyl-2-propanesulfinamide), CC(C)(C)[S@@](=O)N ((R)-2-methyl-2-propane-sulfinamide). The reagents and catalysts are [O-]CC.[Ti+4].[O-]CC.[O-]CC.[O-]CC (Titanium(IV) ethoxide), [O-]CC.[Ti+4].[O-]CC.[O-]CC.[O-]CC (titanium(IV) ethoxide). Run in [Cl-].[Na+].O (brine), O1CCCC1 (tetrahydrofuran). Reaction conditions: temperature 65 celsius, time 20 hour. The product is BrC1=CC(=C(C=C1)C(C)=N[S@](=O)C(C)(C)C)C ((R)-2-Methyl-propane-2-sulfinic acid [1-(4-bromo-2-methyl-phenyl)-ethylidene]-amide). Reaction SMILES: [Br:1][C:2]1[CH:7]=[CH:6][C:5]([C:8](=O)[CH3:9])=[C:4]([CH3:11])[CH:3]=1.[CH3:12][C:13]([S@:16]([NH2:18])=[O:17])([CH3:15])[CH3:14]>O1CCCC1.[Cl-].[Na+].O.[O-]CC.[Ti+4].[O-]CC.[O-]CC.[O-]CC>[Br:1][C:2]1[CH:7]=[CH:6][C:5]([C:8](=[N:18][S@@:16]([C:13]([CH3:15])([CH3:14])[CH3:12])=[O:17])[CH3:9])=[C:4]([CH3:11])[CH:3]=1 |f:3.4.5,6.7.8.9.10|. Reported procedure: Titanium(IV) ethoxide (10.7 mL) was added to a solution of 1-(4-bromo-2-methyl-phenyl)-ethanone (4.41 g) and (R)-2-methyl-2-propanesulfinamide (2.76 g) in tetrahydrofuran (45 mL). The resulting solution was heated to 65° C. and stirred at this temperature for 20 h. Then, the solution was cooled to ambient temperature and another portion of titanium(IV) ethoxide (5.4 mL) and (R)-2-methyl-2-propane-sulfinamide (1.25 g) were added. After stirring the solution at 65° C. for another 12 h, the solutio... Reactants: CC(C)c1nc(COCc2ccccc2)n(C)c1Sc1cc(Cl)cc(Cl)c1, CCO, Cl. Yields the product CC(C)c1nc(CO)n(C)c1Sc1cc(Cl)cc(Cl)c1. RXN SMILES: [CH2:1]([c:2]1[cH:3][cH:4][cH:5][cH:6][cH:7]1)[O:8][CH2:9][c:10]1[n:11]([CH3:27])[c:12]([S:18][c:19]2[cH:20][c:21]([Cl:26])[cH:22][c:23]([Cl:25])[cH:24]2)[c:13]([CH:15]([CH3:16])[CH3:17])[n:14]1.[CH3:29][CH2:30][OH:31].[ClH:28]>>[OH:8][CH2:9][c:10]1[n:11]([CH3:27])[c:12]([S:18][c:19]2[cH:20][c:21]([Cl:26])[cH:22][c:23]([Cl:25])[cH:24]2)[c:13]([CH:15]([CH3:16])[CH3:17])[n:14]1. Starting materials: C1CCOC1, COc1cc([N+](=O)[O-])ccc1Oc1ccnc(N)c1, COCC(=O)Cl, CO, CCN(C(C)C)C(C)C, N. Product: COCC(=O)Nc1cc(Oc2ccc([N+](=O)[O-])cc2OC)ccn1. Reaction SMILES: [CH2:36]1[O:37][CH2:38][CH2:39][CH2:40]1.[CH3:1][O:2][c:3]1[c:4]([O:5][c:6]2[cH:7][c:8]([NH2:12])[n:9][cH:10][cH:11]2)[cH:13][cH:14][c:15]([N+:17](=[O:18])[O-:19])[cH:16]1.[CH3:29][O:30][CH2:31][C:32](=[O:33])[Cl:34].[CH3:41][OH:42].[CH:20]([N:21]([CH2:22][CH3:23])[CH:24]([CH3:25])[CH3:26])([CH3:27])[CH3:28].[NH3:35]>>[CH3:1][O:2][c:3]1[c:4]([O:5][c:6]2[cH:7][c:8]([NH:12][C:32]([CH2:31][O:30][CH3:29])=[O:33])[n:9][cH:10][cH:11]2)[cH:13][cH:14][c:15]([N+:17](=[O:18])[O-:19])[cH:16]1.